This data is from the Open Reaction Database (ORD), a public repository of structured organic reaction records. The task is: describe an organic reaction: reactants, conditions, products, and yield Reactants: CC[Zn]CC, CCOC(=O)c1cnc(N(CC)CC)c(Cl)c1, Cc1ccccc1, C1COCCO1. The product is CCOC(=O)c1cnc(N(CC)CC)c(CC)c1. RXN SMILES: [CH2:18]([CH3:19])[Zn:20][CH2:21][CH3:22].[CH2:1]([CH3:2])[O:3][C:4]([c:5]1[cH:6][n:7][c:8]([N:12]([CH2:13][CH3:14])[CH2:15][CH3:16])[c:9]([Cl:11])[cH:10]1)=[O:17].[CH3:29][c:30]1[cH:31][cH:32][cH:33][cH:34][cH:35]1.[O:23]1[CH2:24][CH2:25][O:26][CH2:27][CH2:28]1>>[CH2:1]([CH3:2])[O:3][C:4]([c:5]1[cH:6][n:7][c:8]([N:12]([CH2:13][CH3:14])[CH2:15][CH3:16])[c:9]([CH2:18][CH3:19])[cH:10]1)=[O:17]. Reactants: CC(C)(C)OC(=O)c1ccc(-c2ccccc2)cc1Nc1ccc(N2CCOCC2)cc1, O=C(O)C(F)(F)F. Yields the product O=C(O)c1ccc(-c2ccccc2)cc1Nc1ccc(N2CCOCC2)cc1. As a reaction SMILES: [O:1]1[CH2:2][CH2:3][N:4]([c:7]2[cH:8][cH:9][c:10]([NH:11][c:12]3[c:13]([C:14](=[O:15])[O:16][C:17]([CH3:18])([CH3:19])[CH3:20])[cH:21][cH:22][c:23](-[c:25]4[cH:26][cH:27][cH:28][cH:29][cH:30]4)[cH:24]3)[cH:31][cH:32]2)[CH2:5][CH2:6]1.[OH:33][C:34]([C:35]([F:36])([F:37])[F:38])=[O:39]>>[O:1]1[CH2:2][CH2:3][N:4]([c:7]2[cH:8][cH:9][c:10]([NH:11][c:12]3[c:13]([C:14](=[O:15])[OH:16])[cH:21][cH:22][c:23](-[c:25]4[cH:26][cH:27][cH:28][cH:29][cH:30]4)[cH:24]3)[cH:31][cH:32]2)[CH2:5][CH2:6]1. The product is ONC(CC1=CC=C(C=C1)O)=O (N-hydroxy-2-(4-hydroxyphenyl)acetamide). Reported procedure: A 450 mg (1.007 mmol) portion of ′N-(tert-butoxy)-2-({[4-2-butynyloxy)phenyl]sulfonyl}amino)-2-(4-hydroxyphenyl)acetamide was stirred in neat TFA at room temperature for 72 h. TFA was removed in vacuo. The residue was chromatographed on preparative TLC, eluting with 1% HOAc and 10% MeOH in dichloromethane to provide 33.8 mg (9%) of 2-{[4-(2-butynyloxy)phenyl]-sulfonyl}amino)-N-hydroxy-2-(4-hydroxyphenyl)acetamide as a white solid. Electrospray Mass Spec 391.4 (M+H)+ The reactants are OC1=CC=C(C=C1)CC(=O)N (2-(4-hydroxyphenyl)acetamide), C(=O)(C(F)(F)F)O (TFA). As a reaction SMILES: [OH:1][C:2]1[CH:7]=[CH:6][C:5]([CH2:8][C:9]([NH2:11])=[O:10])=[CH:4][CH:3]=1.C(O)(C(F)(F)F)=[O:13]>>[OH:13][NH:11][C:9](=[O:10])[CH2:8][C:5]1[CH:4]=[CH:3][C:2]([OH:1])=[CH:7][CH:6]=1. Reactants: C(OC(Cl)(Cl)Cl)(OC(Cl)(Cl)Cl)=O (bis(trichloromethyl) carbonate), C1(CC1)N1CCC(CC1)N (1-cyclopropyl-piperidin-4-ylamine), COC=1C=CC=C2CCC(C12)NC1=NC2=CC=C(C=C2C=C1)N (rac-N2-(7-methoxy-indan-1-yl)-quinoline-2,6-diamine). Product: C1(CC1)N1CCC(CC1)NC(=O)NC=1C=C2C=CC(=NC2=CC1)NC1CCC2=CC=CC(=C12)OC (rac-1-(1-Cyclopropyl-piperidin-4-yl)-3-[2-(7-methoxy-indan-1-ylamino)-quinolin-6-yl]-urea). Reaction SMILES: [C:1](=O)(OC(Cl)(Cl)Cl)[O:2]C(Cl)(Cl)Cl.[CH:13]1([N:16]2[CH2:21][CH2:20][CH:19]([NH2:22])[CH2:18][CH2:17]2)[CH2:15][CH2:14]1.[CH3:23][O:24][C:25]1[CH:26]=[CH:27][CH:28]=[C:29]2[C:33]=1[CH:32]([NH:34][C:35]1[CH:44]=[CH:43][C:42]3[C:37](=[CH:38][CH:39]=[C:40]([NH2:45])[CH:41]=3)[N:36]=1)[CH2:31][CH2:30]2>>[CH:13]1([N:16]2[CH2:21][CH2:20][CH:19]([NH:22][C:1]([NH:45][C:40]3[CH:41]=[C:42]4[C:37](=[CH:38][CH:39]=3)[N:36]=[C:35]([NH:34][CH:32]3[C:33]5[C:29](=[CH:28][CH:27]=[CH:26][C:25]=5[O:24][CH3:23])[CH2:30][CH2:31]3)[CH:44]=[CH:43]4)=[O:2])[CH2:18][CH2:17]2)[CH2:15][CH2:14]1. Reported procedure: The title compound was prepared in accordance with the general method 4 described in example 16 from bis(trichloromethyl) carbonate, 1-cyclopropyl-piperidin-4-ylamine and rac-N2-(7-methoxy-indan-1-yl)-quinoline-2,6-diamine (Example 172); MS: m/e=472.8 (M+H+). Reactants: ON=CC=1C=CC(=C(C(=O)OC)C1)OC (Methyl 5-((hydroxyimino)methyl)-2-methoxybenzoate), S(=O)(Cl)Cl (thionyl chloride). The solvent is C(Cl)Cl (methylene chloride), C(Cl)Cl (methylene chloride). Run at temperature 0 celsius, time 2 hour. The product is C(#N)C=1C=CC(=C(C(=O)OC)C1)OC (Methyl 5-cyano-2-methoxybenzoate). Reaction SMILES: O[N:2]=[CH:3][C:4]1[CH:5]=[CH:6][C:7]([O:14][CH3:15])=[C:8]([CH:13]=1)[C:9]([O:11][CH3:12])=[O:10].S(Cl)(Cl)=O>C(Cl)Cl>[C:3]([C:4]1[CH:5]=[CH:6][C:7]([O:14][CH3:15])=[C:8]([CH:13]=1)[C:9]([O:11][CH3:12])=[O:10])#[N:2]. Procedure: Methyl 5-((hydroxyimino)methyl)-2-methoxybenzoate (1.04 g, 4.94 mmol) was dissolved in methylene chloride (25 mL) and cooled to 0° C. The reaction was treated with thionyl chloride (0.59 mL, 8.1 mmol) and stirred at 0° C. for 2 h. After warming to room temperature, the reaction was diluted with methylene chloride, washed with saturated sodium bicarbonate (2×), brine (2×), dried over sodium sulfate, and concentrated to afford 0.87 g (92%) which was used without further purification. 1H-NMR (CDCl3... Reactants: BrC1=C(C=C(C=C1C)NC(C)=O)C (N-(4-bromo-3,5-dimethyl-phenyl)-acetamide), [Li]CCCC (n-BuLi), CN(C)C=O (DMF). Solvent: C1CCOC1 (THF). Conditions: temperature -78 celsius, time 30 minute. Yields the product C(=O)C1=C(C=C(C=C1C)NC(C)=O)C (N-(4-formyl-3,5-dimethyl-phenyl)-acetamide). RXN SMILES: Br[C:2]1[C:7]([CH3:8])=[CH:6][C:5]([NH:9][C:10](=[O:12])[CH3:11])=[CH:4][C:3]=1[CH3:13].[Li]CCCC.CN([CH:22]=[O:23])C>C1COCC1>[CH:22]([C:2]1[C:7]([CH3:8])=[CH:6][C:5]([NH:9][C:10](=[O:12])[CH3:11])=[CH:4][C:3]=1[CH3:13])=[O:23]. Reported procedure: To a solution of N-(4-bromo-3,5-dimethyl-phenyl)-acetamide (150 mg) in THF (5 mL) was added n-BuLi (1.36 mL, 1.0 M solution in hexane) at −78° C. The mixture was stirred at −78° C. for 30 min, then warmed up to −40° C. for 5 min, then cooled down to at −78° C. again. After 20 min, DMF (0.24 mL) was added. The mixture was stirred at −78° C. for 30 min and then allowed to warm up to room temperature for 1 h. The reaction was quenched with saturated NH4Cl aqueous solution and extracted with EtOAc. ... RXN SMILES: CS([C:5]1[N:10]=[C:9]([C:11]2[CH:16]=[CH:15][C:14]([C:17]([F:20])([F:19])[F:18])=[CH:13][CH:12]=2)[CH:8]=[CH:7][N:6]=1)(=O)=O.C(N(CC)C(C)C)(C)C.[CH3:30][O:31][CH2:32][CH2:33][NH:34][CH2:35][C:36]1[CH:48]=[CH:47][C:39]([O:40][CH2:41][C:42]([O:44][CH2:45][CH3:46])=[O:43])=[C:38]([CH3:49])[CH:37]=1>C(Cl)Cl>[CH3:30][O:31][CH2:32][CH2:33][N:34]([CH2:35][C:36]1[CH:48]=[CH:47][C:39]([O:40][CH2:41][C:42]([O:44][CH2:45][CH3:46])=[O:43])=[C:38]([CH3:49])[CH:37]=1)[C:5]1[N:10]=[C:9]([C:11]2[CH:16]=[CH:15][C:14]([C:17]([F:20])([F:19])[F:18])=[CH:13][CH:12]=2)[CH:8]=[CH:7][N:6]=1. Run in C(Cl)Cl (CH2Cl2). Reaction conditions: temperature 100 celsius. Starting materials: CS(=O)(=O)C1=NC=CC(=N1)C1=CC=C(C=C1)C(F)(F)F (2-(methylsulfonyl)-4-[4-(trifluoromethyl)phenyl]pyrimidine), C(C)(C)N(C(C)C)CC (N,N-diisopropylethylamine), COCCNCC1=CC(=C(OCC(=O)OCC)C=C1)C (ethyl (4-{[(2-methoxyethyl)amino]methyl}-2-methylphenoxy)acetate). Yields the product COCCN(C1=NC=CC(=N1)C1=CC=C(C=C1)C(F)(F)F)CC1=CC(=C(OCC(=O)OCC)C=C1)C (Ethyl {4-[((2-methoxyethyl){4-[4-(trifluoromethyl)phenyl]pyrimidin-2-yl}amino)methyl]-2-methylphenoxy}acetate). Yield: 24.1%. Reported procedure: A mixture of 2-(methylsulfonyl)-4-[4-(trifluoromethyl)phenyl]pyrimidine (0.2 g, 0.66 mmol), N,N-diisopropylethylamine (0.11 mL, 0.66 mmol) and ethyl (4-{[(2-methoxyethyl)amino]methyl}-2-methylphenoxy)acetate (0.28 g. 0.99 mmol) was heated at 100° C. in a sealed reactivial for 20 h. The reaction mixture was then allowed to come to room temperature, and the residue dissolved in CH2Cl2 (30 mL), the organic extract was washed water (20 mL) and passed through a hydrophobic frit before concentrating i... The reactants are FC(OC1=C(C(=C(C=C1)C=1C=C2COC(C2=CC1)=O)O)OC)F (5-(4-(difluoromethoxy)-2-hydroxy-3-methoxyphenyl)isobenzofuran-1(3H)-one), C([O-])([O-])=O.[K+].[K+] (potassium carbonate), BrCC1=CC=C(C=C1)S(=O)(=O)N (4-bromomethyl-benzenesulfonamide). The solvent is C(C)#N (acetonitrile). Reaction conditions: temperature 80 celsius. Product: FC(OC=1C(=C(OCC2=CC=C(C=C2)S(=O)(=O)N)C(=CC1)C=1C=C2COC(C2=CC1)=O)O)F (4-[3-Difluoromethoxy-2-hydroxy-6-(1-oxo-1,3-dihydro-isobenzofuran-5-yl)-phenoxymethyl]-benzenesulfonamide). Isolated yield 47.3%. RXN SMILES: [F:1][CH:2]([F:23])[O:3][C:4]1[CH:9]=[CH:8][C:7]([C:10]2[CH:11]=[C:12]3[C:16](=[CH:17][CH:18]=2)[C:15](=[O:19])[O:14][CH2:13]3)=[C:6]([OH:20])[C:5]=1[O:21]C.C(=O)([O-])[O-].[K+].[K+].Br[CH2:31][C:32]1[CH:37]=[CH:36][C:35]([S:38]([NH2:41])(=[O:40])=[O:39])=[CH:34][CH:33]=1>C(#N)C>[F:23][CH:2]([F:1])[O:3][C:4]1[C:5]([OH:21])=[C:6]([C:7]([C:10]2[CH:11]=[C:12]3[C:16](=[CH:17][CH:18]=2)[C:15](=[O:19])[O:14][CH2:13]3)=[CH:8][CH:9]=1)[O:20][CH2:31][C:32]1[CH:33]=[CH:34][C:35]([S:38]([NH2:41])(=[O:40])=[O:39])=[CH:36][CH:37]=1 |f:1.2.3|. Procedure: To a stirring solution of 5-(4-(difluoromethoxy)-2-hydroxy-3-methoxyphenyl)isobenzofuran-1(3H)-one (100 mg, 0.310 mmol) in acetonitrile (20 mL), was added potassium carbonate (128.3 mg, 0.930 mmol) and 4-bromomethyl-benzenesulfonamide (155.2 mg, 0.620 mmol) and the resultant reaction mixture was heated to 80° C. for 16 h. The reaction mixture was cooled to RT, filtered through celite and the filtrate was concentrated under reduced pressure. The residue was purified by column chromatography (sili... Starting materials: ClCCC(CC1=CN(C(=C1)C(C1=CC=C(C=C1)Cl)=O)C)=O (4-chloro-1-[5-(4-chlorobenzoyl)-1-methyl-1H-pyrrol-3-yl]-butanone), N1CCCC1 (pyrrolidine). Product: Cl.N1(CCCC1)CCC(CC1=CN(C(=C1)C(C1=CC=C(C=C1)N1CCCC1)=O)C)=O (4-(Pyrrolidin-1-yl)-1-[5-(4-pyrrolidin-1-ylbenzoyl)-1-methyl-1H-pyrrol-3-yl]-butanone Hydrochloride). Yield: 9.0%. As a reaction SMILES: [Cl:1][CH2:2][CH2:3][C:4](=[O:21])[CH2:5][C:6]1[CH:10]=[C:9]([C:11](=[O:19])[C:12]2[CH:17]=[CH:16][C:15](Cl)=[CH:14][CH:13]=2)[N:8]([CH3:20])[CH:7]=1.[NH:22]1[CH2:26][CH2:25][CH2:24][CH2:23]1>>[ClH:1].[N:22]1([CH2:2][CH2:3][C:4](=[O:21])[CH2:5][C:6]2[CH:10]=[C:9]([C:11](=[O:19])[C:12]3[CH:17]=[CH:16][C:15]([N:8]4[CH2:9][CH2:10][CH2:6][CH2:7]4)=[CH:14][CH:13]=3)[N:8]([CH3:20])[CH:7]=2)[CH2:26][CH2:25][CH2:24][CH2:23]1 |f:2.3|. Procedure: A 10 g (0.03 mole) sample of 4-chloro-1-[5-(4-chlorobenzoyl)-1-methyl-1H-pyrrol-3-yl]-butanone was added to 18 mL (0.216 mole) of pyrrolidine and the mixture heated under reflux for 4 h. The solvent was evaporated in vacuo and the residue triturated with Et2O. The mixture was filtered and the filtrate treated with ethereal HCl to give the salt. Recrystallization from CH3CN gave 1.18 g (9% yield) of a yellow solid: mp 203-206° C. 1H NMR (Me2SO-d6) d 1.85-2.05 (m, 10H); 2.87-3.05 (m, 4H); 3.1-3.15...